From a dataset of the Open Reaction Database (ORD), a public repository of structured organic reaction records. describe an organic reaction: reactants, conditions, products, and yield The reactants are C=O, C1CCOC1, NCC(O)c1ccccc1. Product: c1ccc(C2CNCO2)cc1. Reaction SMILES: [CH2:11]=[O:12].[CH2:13]1[O:14][CH2:15][CH2:16][CH2:17]1.[NH2:1][CH2:2][CH:3]([OH:4])[c:5]1[cH:6][cH:7][cH:8][cH:9][cH:10]1>>[NH:1]1[CH2:2][CH:3]([c:5]2[cH:6][cH:7][cH:8][cH:9][cH:10]2)[O:4][CH2:11]1.